Dataset: the Open Reaction Database (ORD), a public repository of structured organic reaction records. Task: describe an organic reaction: reactants, conditions, products, and yield Reactants: C(CC)C1=NC2=C(N1CC1=CC=C(C=C1)C=1C(=CC=CC1)C(=O)OC)C=C(C=C2C)C=2NCC(N2)C (methyl 4'-[[2-n-propyl-4-methyl-6-(4-methyl-imidazolin-2-yl)-1H-benzimidazol-1-yl]-methyl]-biphenyl-2-carboxylate). Yields the product C(CC)C1=NC2=C(N1CC1=CC=C(C=C1)C=1C(=CC=CC1)C(=O)OC)C=C(C=C2C)C=2NC=C(N2)C (Methyl 4'-[[2-n-propyl-4-methyl-6-(4-methyl-imidazol-2-yl)-1H-benzimidazol-1-yl]-methyl]-biphenyl-2-carboxylate). The solvent is C1(=CC=CC=C1)C (toluene). As a reaction SMILES: [CH2:1]([C:4]1[N:8]([CH2:9][C:10]2[CH:15]=[CH:14][C:13]([C:16]3[C:17]([C:22]([O:24][CH3:25])=[O:23])=[CH:18][CH:19]=[CH:20][CH:21]=3)=[CH:12][CH:11]=2)[C:7]2[CH:26]=[C:27]([C:31]3[NH:32][CH2:33][CH:34]([CH3:36])[N:35]=3)[CH:28]=[C:29]([CH3:30])[C:6]=2[N:5]=1)[CH2:2][CH3:3]>C1(C)C=CC=CC=1.[Pd]>[CH2:1]([C:4]1[N:8]([CH2:9][C:10]2[CH:15]=[CH:14][C:13]([C:16]3[C:17]([C:22]([O:24][CH3:25])=[O:23])=[CH:18][CH:19]=[CH:20][CH:21]=3)=[CH:12][CH:11]=2)[C:7]2[CH:26]=[C:27]([C:31]3[NH:32][CH:33]=[C:34]([CH3:36])[N:35]=3)[CH:28]=[C:29]([CH3:30])[C:6]=2[N:5]=1)[CH2:2][CH3:3]. The reagents and catalysts are [Pd] (palladium). Procedure: A solution of 0.35 g (0.7 mMol) of methyl 4'-[[2-n-propyl-4-methyl-6-(4-methyl-imidazolin-2-yl)-1H-benzimidazol-1-yl]-methyl]-biphenyl-2-carboxylate in 10 ml of toluene is mixed with 0.16 g palladium (10% on activated charcoal) under nitrogen and the mixture is refluxed for 66 hours. Then the toluene is evaporated off, the residue is taken up in methylene chloride, filtered and evaporated down. The crude product is chromatographed on silica gel (particle size: 0.032-0.063 mm) using as eluant met... The reactants are FC1=CC=C(C=C1)F (1,4-difluorobenzene), C(CCC)[Li] (n-butyllithium), CN(C1=CC=CC=C1)C=O (N-methylformanilide), ice water, S(O)(O)(=O)=O (sulfuric acid). The solvent is O1CCCC1 (tetrahydrofuran), O1CCCC1 (tetrahydrofuran). Run at temperature -60 celsius, time 1.5 hour. Product: FC1=C(C=O)C=C(C=C1)F (2,5-Difluorobenzaldehyde). The yield is 77.6%. As a reaction SMILES: [F:1][C:2]1[CH:7]=[CH:6][C:5]([F:8])=[CH:4][CH:3]=1.C([Li])CCC.CN([CH:22]=[O:23])C1C=CC=CC=1.S(=O)(=O)(O)O>O1CCCC1>[F:1][C:2]1[CH:7]=[CH:6][C:5]([F:8])=[CH:4][C:3]=1[CH:22]=[O:23]. Procedure: To a stirred solution of 194.5 g (1.70 mol) of 1,4-difluorobenzene in 2 of dry tetrahydrofuran at -60° C. was added dropwise over 45 mins 1.70 mol (2.2 M in hexane) of n-butyllithium at a rate such that the temperature remained below -55° C. The reaction mixture was stirred for 45 mins at below -50° C. and 1.5 hr at -50° to -45° C. The solution was then cooled to -60° C. and a solution to 230 g of N-methylformanilide in 300 ml of tetrahydrofuran was added dropwise over 30 mins. The mixture was s...